Dataset: the Open Reaction Database (ORD), a public repository of structured organic reaction records. Task: describe an organic reaction: reactants, conditions, products, and yield Reactants: CC(N=C=NC(C)C)C (DIC), C1(=CC=C(C=C1)C(=O)N1[C@@H](CC(C1)=NOC)CC(=O)O)C1=CC=CC=C1 ([(2S,4EZ)-1-(biphenyl-4-ylcarbonyl)-4-(methoxyimino)pyrrolidin-2-yl]acetic acid), C1(=CC=C(C=C1)C(=O)N1[C@@H](CC(C1)=NOC)CC(=O)O)C1=CC=CC=C1 ([(2S,4EZ)-1-(biphenyl-4-ylcarbonyl)-4-(methoxyimino)pyrrolidin-2-yl]acetic acid), ON=C(C)N (N′-hydroxyethanimidamide). Run in ClCCl (dichloromethane). The product is CON=C1CN([C@@H](C1)CC1=NC(=NO1)C)C(=O)C1=CC=C(C=C1)C1=CC=CC=C1 ((3EZ,5S)-1-(biphenyl-4-ylcarbonyl)-5-[(3-methyl-1,2,4oxadiazol-5-yl)methyl]pyrrolidin-3-one O-methyloxime). Yield: 102.4%. RXN SMILES: [C:1]1([C:21]2[CH:26]=[CH:25][CH:24]=[CH:23][CH:22]=2)[CH:6]=[CH:5][C:4]([C:7]([N:9]2[CH2:13][C:12](=[N:14][O:15][CH3:16])[CH2:11][C@H:10]2[CH2:17][C:18](O)=[O:19])=[O:8])=[CH:3][CH:2]=1.O[N:28]=[C:29]([NH2:31])[CH3:30].CC(C)N=C=NC(C)C>ClCCl>[CH3:16][O:15][N:14]=[C:12]1[CH2:11][C@@H:10]([CH2:17][C:18]2[O:19][N:31]=[C:29]([CH3:30])[N:28]=2)[N:9]([C:7]([C:4]2[CH:3]=[CH:2][C:1]([C:21]3[CH:22]=[CH:23][CH:24]=[CH:25][CH:26]=3)=[CH:6][CH:5]=2)=[O:8])[CH2:13]1. Reported procedure: To a solution of [(2S,4EZ)-1-biphenyl-4-ylcarbonyl)-4-(methoxyimino)pyrrolidin-2-yl]acetic acid (Intermediate 7, 50 mg, 0.14 mmol) in dichloromethane (3 ml) was added N′-hydroxyethanimidamide (12 mg, 0.16 mmol) followed by DIC (36 mg, 0.28 mmol). The reaction mixture was stirred 1 h30. The precipitate was filtered and the solution was concentrated in vacuo. Pyridine (1 ml) was added and the reaction mixture was stirred at reflux overnight The solvent was removed and dichloromethane was added. Th...